From a dataset of the Open Reaction Database (ORD), a public repository of structured organic reaction records. describe an organic reaction: reactants, conditions, products, and yield The reactants are [Na+].[Cl-] (NaCl), OP(=O)(O)[O-].[K+] (KH2PO4), C([C@H]([C@@H](CS)O)O)S (DTT), [Cl-].[K+] (KCl), Na2HPO4. Yields the product OP(=O)(O)[O-].OP(=O)([O-])[O-].[Na+].[Na+].[Na+].[Cl-].[Cl-].[K+].[K+] (Phosphate Buffered Saline). RXN SMILES: [Na+:1].[Cl-:2].[Cl-].[K+:4].[OH:5][P:6]([O-:9])([OH:8])=[O:7].[K+].C(S)[C@@H](O)[C@H](O)CS>>[OH:7][P:6]([O-:9])([OH:8])=[O:5].[OH:7][P:6]([O-:9])([O-:8])=[O:5].[Na+:1].[Na+:1].[Na+:1].[Cl-:2].[Cl-:2].[K+:4].[K+:4] |f:0.1,2.3,4.5,7.8.9.10.11.12.13.14.15|. Procedure details: 137 Mm NaCl, 2.6 mM KCl, 10 mM Na2HPO4, 1.8 mM KH2PO4, pH 7.4; 1 mM DTT; 1× protease inhibitor cocktail Reagents/catalysts: Pt divinyltetramethyldisiloxane. Reported procedure: The silane C7F15CH2OCH2CH2CH2SiCl3 was prepared as described in Example 1 of U.S. Pat. No. 5,274,159 (Pellerite et al.). The silane C8F17SO2N(C2 H5)CH2CH2CH2SiCl3 was prepared by treatment of C8F17SO2N(C2H5)CH2CH=CH2 (which can be obtained as described in Example 1 of U.S. Pat. No. 3,442,664 (Heine)) with HSiCl3 (obtained from Aldrich Chemical Co., Milwaukee, Wis.) in the presence of 50-100 ppm Pt/divinyltetramethyldisiloxane as catalyst (prepared according to methods described in Example 10 of ... RXN SMILES: [SiH](Cl)(Cl)Cl.[C:5]([CH2:27]OCCC[Si](Cl)(Cl)Cl)([C:8]([C:11]([C:14]([C:17]([C:20]([C:23](F)(F)F)(F)F)(F)F)(F)F)(F)F)(F)F)(F)F.[C:36](OC(=O)C)(=O)[CH3:37].[CH3:43][SiH](Cl)Cl>>[CH3:36][CH2:37][CH2:27][CH2:5][CH2:8][CH2:11][CH2:14][CH2:17][CH:20]([CH3:23])[CH3:43]. The product is F17SO2N(Et)CH2CH2CH2Si(OMe)3, CCCCCCCCC(C)C (ISOPAR G). Starting materials: [SiH](Cl)(Cl)Cl (HSiCl3), C[SiH](Cl)Cl (CH3SiHCl2), C(F)(F)(C(F)(F)C(F)(F)C(F)(F)C(F)(F)C(F)(F)C(F)(F)F)COCCC[Si](Cl)(Cl)Cl (C7F15CH2OCH2CH2CH2SiCl3), C(C)(=O)OC(C)=O (acetic anhydride), Cl[SiH](Cl)Cl (trichlorosilane).